From a dataset of the Open Reaction Database (ORD), a public repository of structured organic reaction records. describe an organic reaction: reactants, conditions, products, and yield Reactants: O=C([O-])O, CCN(CC)CC(=O)OC1CC2(C)C(C(C)=O)CCC2C2CCC3CC4OC4CC3(C)C12, Cl, [Na+]. Product: CCN(CC)CC(=O)OC1CC2(C)C(C(C)=O)CCC2C2CCC3CC(O)C(Cl)CC3(C)C12. RXN SMILES: [C:33](=[O:34])([OH:35])[O-:36].[CH2:1]([CH3:2])[N:3]([CH2:4][CH3:5])[CH2:6][C:7](=[O:8])[O:9][CH:10]1[CH:11]2[C:12]3([CH3:32])[CH2:13][CH:14]4[CH:15]([CH2:16][CH:17]3[CH2:18][CH2:19][CH:20]2[CH:21]2[CH2:22][CH2:23][CH:24]([C:25]([CH3:26])=[O:27])[C:28]2([CH3:30])[CH2:29]1)[O:31]4.[ClH:38].[Na+:37]>>[CH2:1]([CH3:2])[N:3]([CH2:4][CH3:5])[CH2:6][C:7](=[O:8])[O:9][CH:10]1[CH:11]2[C:12]3([CH3:32])[CH2:13][CH:14]([Cl:38])[CH:15]([OH:31])[CH2:16][CH:17]3[CH2:18][CH2:19][CH:20]2[CH:21]2[CH2:22][CH2:23][CH:24]([C:25]([CH3:26])=[O:27])[C:28]2([CH3:30])[CH2:29]1. The reactants are COC1=CC=C(C=C1)S(=O)(=O)Cl (4-methoxy-benzenesulphonyl chloride), NC=1C=C(C(=O)OC)C=C(C1OC1=C(C=CC(=C1)OC)Cl)OCCOC1OCCCC1 (methyl 3-amino-4-(2-chloro-5-methoxy-phenoxy)-5-[2-(tetrahydro-pyran-2-yloxy)-ethoxy]-benzoate), ice. The solvent is C1(=CC=CC=C1)C (toluene), N1=CC=CC=C1 (pyridine). Conditions: time 20 hour. The product is ClC1=C(OC2=C(C=C(C(=O)OC)C=C2OCCOC2OCCCC2)NS(=O)(=O)C2=CC=C(C=C2)OC)C=C(C=C1)OC (methyl 4-(2-chloro-5-methoxy-phenoxy)-3-(4-methoxy-benzenesulphonylamino)-5-[2-(tetrahydro-pyran-2-yloxy)-ethoxy]-benzoate). As a reaction SMILES: [NH2:1][C:2]1[CH:3]=[C:4]([CH:9]=[C:10]([O:22][CH2:23][CH2:24][O:25][CH:26]2[CH2:31][CH2:30][CH2:29][CH2:28][O:27]2)[C:11]=1[O:12][C:13]1[CH:18]=[C:17]([O:19][CH3:20])[CH:16]=[CH:15][C:14]=1[Cl:21])[C:5]([O:7][CH3:8])=[O:6].[CH3:32][O:33][C:34]1[CH:39]=[CH:38][C:37]([S:40](Cl)(=[O:42])=[O:41])=[CH:36][CH:35]=1>N1C=CC=CC=1.C1(C)C=CC=CC=1>[Cl:21][C:14]1[CH:15]=[CH:16][C:17]([O:19][CH3:20])=[CH:18][C:13]=1[O:12][C:11]1[C:10]([O:22][CH2:23][CH2:24][O:25][CH:26]2[CH2:31][CH2:30][CH2:29][CH2:28][O:27]2)=[CH:9][C:4]([C:5]([O:7][CH3:8])=[O:6])=[CH:3][C:2]=1[NH:1][S:40]([C:37]1[CH:36]=[CH:35][C:34]([O:33][CH3:32])=[CH:39][CH:38]=1)(=[O:42])=[O:41]. Procedure details: 135 mg of methyl 3-amino-4-(2-chloro-5-methoxy-phenoxy)-5-[2-(tetrahydro-pyran-2-yloxy)-ethoxy]-benzoate were dissolved in pyridine (3 ml), treated while cooling with ice with a solution of 111 mg of 4-methoxy-benzenesulphonyl chloride in toluene (1 ml) and subsequently stirred at RT for 20 hours. The reaction mixture was poured on to ice/3M HCl, the product was extracted with ethyl acetate and the organic phase was washed with water and dried over magnesium sulphate. After removing the solvent ...